This data is from the Open Reaction Database (ORD), a public repository of structured organic reaction records. The task is: describe an organic reaction: reactants, conditions, products, and yield The reactants are CCOC(=O)CBr, CC#N, [N-]=[N+]=[N-], [Na+], O. The product is CCOC(=O)CN=[N+]=[N-]. Reaction SMILES: [Br:1][CH2:2][C:3](=[O:4])[O:5][CH2:6][CH3:7].[CH3:13][C:14]#[N:15].[N-:9]=[N+:10]=[N-:11].[Na+:8].[OH2:12]>>[CH2:2]([C:3](=[O:4])[O:5][CH2:6][CH3:7])[N:9]=[N+:10]=[N-:11].